Task: describe an organic reaction: reactants, conditions, products, and yield. Dataset: the Open Reaction Database (ORD), a public repository of structured organic reaction records The reactants are O=C(O)Cc1cn(CC2CC2)c2ccc(Br)cc12, O=C([O-])[O-], CCO, [Na+], [Na+], O, c1ccccc1, OB(O)c1cccs1. Yields the product O=C(O)Cc1cn(CC2CC2)c2ccc(-c3cccs3)cc12. RXN SMILES: [Br:1][c:2]1[cH:3][c:4]2[c:5]([CH2:15][C:16](=[O:17])[OH:18])[cH:6][n:7]([CH2:11][CH:12]3[CH2:13][CH2:14]3)[c:8]2[cH:9][cH:10]1.[C:27](=[O:28])([O-:29])[O-:30].[CH3:39][CH2:40][OH:41].[Na+:31].[Na+:32].[OH2:42].[cH:33]1[cH:34][cH:35][cH:36][cH:37][cH:38]1.[s:19]1[c:20]([B:24]([OH:25])[OH:26])[cH:21][cH:22][cH:23]1>>[c:2]1(-[c:20]2[s:19][cH:23][cH:22][cH:21]2)[cH:3][c:4]2[c:5]([CH2:15][C:16](=[O:17])[OH:18])[cH:6][n:7]([CH2:11][CH:12]3[CH2:13][CH2:14]3)[c:8]2[cH:9][cH:10]1.